This data is from the Open Reaction Database (ORD), a public repository of structured organic reaction records. The task is: describe an organic reaction: reactants, conditions, products, and yield The reactants are FC(C(=O)NC1(CC(C1)=O)C1=CC=C(C=C1)C1=NC=2C=CN3C(C2C=C1C1=CC=CC=C1)=NN=C3C3=NC=CC=N3)(F)F (2,2,2-trifluoro-N-(3-oxo-1-{-4-[9-phenyl-3-(2-pyrimidinyl)[1,2,4]triazolo[3,4-f]-1,6-naphthyridin-8-yl]phenyl}cyclobutyl)acetamide), C[Si](C)(C)C#N (trimethylsilyl cyanide), O (water). Reagents/catalysts: [I-].[Zn+2].[I-] (zinc iodide). Solvent: C(Cl)Cl (CH2Cl2). Conditions: time 1 hour. Yields the product C(#N)C1(CC(C1)(C1=CC=C(C=C1)C1=NC=2C=CN3C(C2C=C1C1=CC=CC=C1)=NN=C3C3=NC=CC=N3)NC(C(F)(F)F)=O)O (N-(3-cyano-3-hydroxy-1-{4-[9-phenyl-3-(2-pyrimidinyl)[1,2,4]triazolo[3,4-f]-1,6-naphthyridin-8-yl]phenyl}cyclobutyl)-2,2,2-trifluoroacetamide). RXN SMILES: [F:1][C:2]([F:43])([F:42])[C:3]([NH:5][C:6]1([C:11]2[CH:16]=[CH:15][C:14]([C:17]3[C:26]([C:27]4[CH:32]=[CH:31][CH:30]=[CH:29][CH:28]=4)=[CH:25][C:24]4[C:23]5=[N:33][N:34]=[C:35]([C:36]6[N:41]=[CH:40][CH:39]=[CH:38][N:37]=6)[N:22]5[CH:21]=[CH:20][C:19]=4[N:18]=3)=[CH:13][CH:12]=2)[CH2:9][C:8](=[O:10])[CH2:7]1)=[O:4].C[Si]([C:48]#[N:49])(C)C.O>C(Cl)Cl.[I-].[Zn+2].[I-]>[C:48]([C:8]1([OH:10])[CH2:9][C:6]([NH:5][C:3](=[O:4])[C:2]([F:42])([F:1])[F:43])([C:11]2[CH:12]=[CH:13][C:14]([C:17]3[C:26]([C:27]4[CH:28]=[CH:29][CH:30]=[CH:31][CH:32]=4)=[CH:25][C:24]4[C:23]5=[N:33][N:34]=[C:35]([C:36]6[N:41]=[CH:40][CH:39]=[CH:38][N:37]=6)[N:22]5[CH:21]=[CH:20][C:19]=4[N:18]=3)=[CH:15][CH:16]=2)[CH2:7]1)#[N:49] |f:4.5.6|. Procedure: A mixture of 2,2,2-trifluoro-N-(3-oxo-1-{4-[9-phenyl-3-(2-pyrimidinyl)[1,2,4]triazolo[3,4-f]-1,6-naphthyridin-8-yl]phenyl}cyclobutyl)acetamide (4-2) (25 mg, 0.043 mmol), trimethylsilyl cyanide (0.012 mL, 0.086 mmol), and zinc iodide (1.4 mg, 0.0043 mmol) in CH2Cl2 (1.0 mL) was stirred at room temperature for 1 hour. To the mixture was added water, extracted with CHCl3, washed with brine, dried (MgSO4), filtered, and the solvent was removed under reduced pressure. The residue was purified by prep... Reactants: OCCC1=NN(C=C1C)S(=O)(=O)N(C)C (3-(2-hydroxyethyl)-N,N,4-trimethyl-1H-pyrazole-1-sulfonamide), CI (CH3I), OCCC1=NN(C=C1C)S(=O)(=O)N(C)C (3-(2-hydroxyethyl)-N,N,4-trimethyl-1H-pyrazole-1-sulfonamide), [H-].[Na+] (Sodium hydride). Solvent: C1CCOC1 (THF). Reaction conditions: temperature 0 celsius, time 30 minute. Yields the product COCCC1=NN(C=C1C)S(=O)(=O)N(C)C (3-(2-Methoxyethyl)-N,N,4-trimethyl-1H-pyrazole-1-sulfonamide). Yield: 66.9%. As a reaction SMILES: [OH:1][CH2:2][CH2:3][C:4]1[C:8]([CH3:9])=[CH:7][N:6]([S:10]([N:13]([CH3:15])[CH3:14])(=[O:12])=[O:11])[N:5]=1.[H-].[Na+].[CH3:18]I>C1COCC1>[CH3:18][O:1][CH2:2][CH2:3][C:4]1[C:8]([CH3:9])=[CH:7][N:6]([S:10]([N:13]([CH3:15])[CH3:14])(=[O:11])=[O:12])[N:5]=1 |f:1.2|. Procedure details: Into a 50-mL round-bottom flask purged and maintained with an inert atmosphere of nitrogen, was placed a solution of 3-(2-hydroxyethyl)-N,N,4-trimethyl-1H-pyrazole-1-sulfonamide (compound 305.2, 636 mg, 2.73 mmol) in THF (10 mL). Sodium hydride (131 mg, 60% in mineral oil, 3.27 mmol) was added at 0° C. and stirred for 30 min at 0° C. This was followed by the addition of CH3I (204 μL, 3.28 mmol). The reaction mixture was stirred for 3 h at room temperature. The reaction was quenched with 10 mL of... The reactants are C=O, O=CO, OC1(C(CN2CCNCC2)c2cccc(C(F)(F)F)c2)CCC1, [Na+], [OH-], O. Yields the product CN1CCN(CC(c2cccc(C(F)(F)F)c2)C2(O)CCC2)CC1. Reaction SMILES: [CH2:24]=[O:25].[CH:29]([OH:30])=[O:31].[N:1]1([CH2:7][CH:8]([c:9]2[cH:10][c:11]([C:15]([F:16])([F:17])[F:18])[cH:12][cH:13][cH:14]2)[C:19]2([OH:23])[CH2:20][CH2:21][CH2:22]2)[CH2:2][CH2:3][NH:4][CH2:5][CH2:6]1.[Na+:28].[OH-:27].[OH2:26]>>[N:1]1([CH2:7][CH:8]([c:9]2[cH:10][c:11]([C:15]([F:16])([F:17])[F:18])[cH:12][cH:13][cH:14]2)[C:19]2([OH:23])[CH2:20][CH2:21][CH2:22]2)[CH2:2][CH2:3][N:4]([CH3:24])[CH2:5][CH2:6]1. Reactants: [N+](=O)([O-])C1=C2C=NNC2=CC=C1 (4-Nitroindazole), C([O-])([O-])=O.[K+].[K+] (potassium carbonate), CN(C)C=O (DMF), Cl.ClCCC1CCNCC1 (4-(2-chloro-ethyl)-piperidine hydrochloride). Run at temperature 60 celsius, time 30 minute. Yields the product [N+](=O)([O-])C1=C2C=NN(C2=CC=C1)CCN1CCCCC1 (4-nitro-1-(2-piperidin-1-yl-ethyl)-1H-indazole). As a reaction SMILES: [N+:1]([C:4]1[CH:12]=[CH:11][CH:10]=[C:9]2[C:5]=1[CH:6]=[N:7][NH:8]2)([O-:3])=[O:2].[C:13](=O)([O-])[O-].[K+].[K+].Cl.Cl[CH2:21][CH2:22][CH:23]1CCNCC1.[CH3:29][N:30]([CH:32]=O)[CH3:31]>>[N+:1]([C:4]1[CH:12]=[CH:11][CH:10]=[C:9]2[C:5]=1[CH:6]=[N:7][N:8]2[CH2:13][CH2:29][N:30]1[CH2:32][CH2:23][CH2:22][CH2:21][CH2:31]1)([O-:3])=[O:2] |f:1.2.3,4.5|. Procedure: 4-Nitroindazole (mmol) and potassium carbonate (mmol) in 60 mL of DMF was added was stirred for 30 minutes, after which 4-(2-chloro-ethyl)-piperidine hydrochloride (mmol) was added. The mixture was heated to 60° C. for 6 hours, cooled to room temperature and the mixture filtered through a plug of silica gel which was rinsed with triethylamine/ethyl acetate (1/4). The filtrate was concentrated under reduced pressure, and the residue purified by flash chromatography (silica gel, triethylamine/ethy... Reactants: BrB(Br)Br, C1=CCCCC1, ClCCl, COc1ccc(S(=O)(=O)N2c3ccc(F)cc3-c3ccccc3C2C)cc1. Yields the product CC1c2ccccc2-c2cc(F)ccc2N1S(=O)(=O)c1ccc(O)cc1. Reaction SMILES: [B:34]([Br:35])([Br:36])[Br:37].[CH2:28]1[CH2:29][CH:30]=[CH:31][CH2:32][CH2:33]1.[Cl:38][CH2:39][Cl:40].[F:1][c:2]1[cH:3][c:4]2[c:13]([cH:14][cH:15]1)[N:12]([S:16](=[O:17])(=[O:18])[c:19]1[cH:20][cH:21][c:22]([O:25][CH3:26])[cH:23][cH:24]1)[CH:11]([CH3:27])[c:10]1[c:5]-2[cH:6][cH:7][cH:8][cH:9]1>>[F:1][c:2]1[cH:3][c:4]2[c:13]([cH:14][cH:15]1)[N:12]([S:16](=[O:17])(=[O:18])[c:19]1[cH:20][cH:21][c:22]([OH:25])[cH:23][cH:24]1)[CH:11]([CH3:27])[c:10]1[c:5]-2[cH:6][cH:7][cH:8][cH:9]1.